Dataset: the Open Reaction Database (ORD), a public repository of structured organic reaction records. Task: describe an organic reaction: reactants, conditions, products, and yield Starting materials: C(C)(C)(C)C=1C=C(C=C(C1O)C(C)(C)C)C=1NC(NC1C)=S (4-(3,5-di-tert-butyl-4-hydroxyphenyl)-5-methyl-2-thioxo-4-imidazoline). Reagents/catalysts: [Ni] (Raney nickel). Run in C(C)O (ethanol). The product is C(C)(C)(C)C=1C=C(C=C(C1O)C(C)(C)C)C=1N=CNC1C (4-(3,5-di-tert-butyl-4-hydroxyphenyl)-5-methylimidazole). Isolated yield 74.1%. RXN SMILES: [C:1]([C:5]1[CH:6]=[C:7]([C:16]2[NH:17][C:18](=S)[NH:19][C:20]=2[CH3:21])[CH:8]=[C:9]([C:12]([CH3:15])([CH3:14])[CH3:13])[C:10]=1[OH:11])([CH3:4])([CH3:3])[CH3:2]>[Ni].C(O)C>[C:1]([C:5]1[CH:6]=[C:7]([C:16]2[N:17]=[CH:18][NH:19][C:20]=2[CH3:21])[CH:8]=[C:9]([C:12]([CH3:13])([CH3:14])[CH3:15])[C:10]=1[OH:11])([CH3:2])([CH3:3])[CH3:4]. Reported procedure: A mixture of 1.5 g of 4-(3,5-di-tert-butyl-4-hydroxyphenyl)-5-methyl-2-thioxo-4-imidazoline, 0.5 g of a Raney nickel catalyst, and 50 ml of absolute ethanol was refluxed for one hour and after filtering the reaction mixture, the filtrate was concentrated under reduced pressure. The residue was recrystallized from a mixture of cyclohexane and n-hexane to provide 1 g of 4-(3,5-di-tert-butyl-4-hydroxyphenyl)-5-methylimidazole. The reactants are COC([C@H](CC1=CC=C(C=C1)C1=C(C(=NC=C1)C)C)NC(=O)[C@H]1NCC=2C=C3C(=CC2C1)OC[C@@H](O3)C3=CC=C(C=C3)OCC3=CC(=C(C=C3)Cl)Cl)=O ((S)-2-({(3S,8S)-3-[4-(3,4-Dichloro-benzyloxy)-phenyl]-2,3,6,7,8,9-hexahydro-[1,4]dioxino[2,3-g]isoquinoline-8-carbonyl}-amino)-3-[4-(2,3-dimethyl-pyridin-4-yl)-phenyl]-propionic acid methyl ester), C(C)(C)C=1OC(=C(N1)C(=O)O)C (2-isopropyl-5-methyl-oxazole-4-carboxylic acid). Run in C(Cl)Cl (DCM). Product: ClC=1C=C(COC2=CC=C(C=C2)[C@@H]2OC=3C(=CC=4C[C@H](N(CC4C3)C(=O)C=3N=C(OC3C)C(C)C)C(=O)N[C@H](C(=O)O)CC3=CC=C(C=C3)C3=C(C(=NC=C3)C)C)OC2)C=CC1Cl ((S)-2-{[(3S,8S)-3-[4-(3,4-Dichloro-benzyloxy)-phenyl]-7-(2-isopropyl-5-methyl-oxazole-4-carbonyl)-2,3,6,7,8,9-hexahydro-[1,4]dioxino[2,3-g]isoquinoline-8-carbonyl]-amino}-3-[4-(2,3-dimethyl-pyridin-4-yl)-phenyl]-propionic acid). RXN SMILES: C[O:2][C:3](=[O:53])[C@@H:4]([NH:20][C:21]([C@@H:23]1[CH2:32][C:31]2[CH:30]=[C:29]3[O:33][CH2:34][C@H:35]([C:37]4[CH:42]=[CH:41][C:40]([O:43][CH2:44][C:45]5[CH:50]=[CH:49][C:48]([Cl:51])=[C:47]([Cl:52])[CH:46]=5)=[CH:39][CH:38]=4)[O:36][C:28]3=[CH:27][C:26]=2[CH2:25][NH:24]1)=[O:22])[CH2:5][C:6]1[CH:11]=[CH:10][C:9]([C:12]2[CH:17]=[CH:16][N:15]=[C:14]([CH3:18])[C:13]=2[CH3:19])=[CH:8][CH:7]=1.[CH:54]([C:57]1[O:58][C:59]([CH3:65])=[C:60]([C:62](O)=[O:63])[N:61]=1)([CH3:56])[CH3:55]>C(Cl)Cl>[Cl:52][C:47]1[CH:46]=[C:45]([CH:50]=[CH:49][C:48]=1[Cl:51])[CH2:44][O:43][C:40]1[CH:41]=[CH:42][C:37]([C@H:35]2[CH2:34][O:33][C:29]3=[CH:30][C:31]4[CH2:32][C@@H:23]([C:21]([NH:20][C@@H:4]([CH2:5][C:6]5[CH:11]=[CH:10][C:9]([C:12]6[CH:17]=[CH:16][N:15]=[C:14]([CH3:18])[C:13]=6[CH3:19])=[CH:8][CH:7]=5)[C:3]([OH:2])=[O:53])=[O:22])[N:24]([C:62]([C:60]5[N:61]=[C:57]([CH:54]([CH3:56])[CH3:55])[O:58][C:59]=5[CH3:65])=[O:63])[CH2:25][C:26]=4[CH:27]=[C:28]3[O:36]2)=[CH:38][CH:39]=1. Procedure details: (S)-2-({(3S,8S)-3-[4-(3,4-Dichloro-benzyloxy)-phenyl]-2,3,6,7,8,9-hexahydro-[1,4]dioxino[2,3-g]isoquinoline-8-carbonyl}-amino)-3-[4-(2,3-dimethyl-pyridin-4-yl)-phenyl]-propionic acid methyl ester (30 mg) was reacted with 2-isopropyl-5-methyl-oxazole-4-carboxylic acid (according to a procedure in Synthesis, Vol. 10, pp. 1569-71 (2005)) in DCM (3.0 mL) according to General Procedure A and directly purified over silica (hexanes to 1:1 hexanes EtOAc to 1:1 hexanes EtOAc+1% MeOH). The resulting compo... Starting materials: C1CCNC1, CC(C)(C)c1cc(-c2nc(CCl)no2)cc(C(C)(C)C)c1O, CN(C)C=O, O. The product is CC(C)(C)c1cc(-c2nc(CN3CCCC3)no2)cc(C(C)(C)C)c1O. RXN SMILES: [CH2:23]1[CH2:24][CH2:25][NH:26][CH2:27]1.[Cl:1][CH2:2][c:3]1[n:4][o:5][c:6](-[c:8]2[cH:9][c:10]([C:19]([CH3:20])([CH3:21])[CH3:22])[c:11]([OH:18])[c:12]([C:14]([CH3:15])([CH3:16])[CH3:17])[cH:13]2)[n:7]1.[O:29]=[CH:30][N:31]([CH3:32])[CH3:33].[OH2:28]>>[CH2:2]([c:3]1[n:4][o:5][c:6](-[c:8]2[cH:9][c:10]([C:19]([CH3:20])([CH3:21])[CH3:22])[c:11]([OH:18])[c:12]([C:14]([CH3:15])([CH3:16])[CH3:17])[cH:13]2)[n:7]1)[N:26]1[CH2:25][CH2:24][CH2:23][CH2:27]1. Starting materials: N1C=NC=C1 (imidazole), [H-].[Na+] (sodium hydride), BrCCCCCC(=O)OCC1=CC=CC=C1 (benzyl 6-bromohexanoate). Run in CN(C=O)C (dimethylformamide), CN(C=O)C (dimethylformamide). Run at temperature 60 celsius, time 8 hour. Product: N1(C=NC=C1)C(C(=O)OCC1=CC=CC=C1)CCCC (benzyl (1H-imidazol-yl)hexanoate). Isolated yield 75.2%. As a reaction SMILES: [H-].[Na+].[NH:3]1[CH:7]=[CH:6][N:5]=[CH:4]1.Br[CH2:9][CH2:10][CH2:11][CH2:12][CH2:13][C:14]([O:16][CH2:17][C:18]1[CH:23]=[CH:22][CH:21]=[CH:20][CH:19]=1)=[O:15]>CN(C)C=O>[N:3]1([CH:13]([CH2:12][CH2:11][CH2:10][CH3:9])[C:14]([O:16][CH2:17][C:18]2[CH:23]=[CH:22][CH:21]=[CH:20][CH:19]=2)=[O:15])[CH:7]=[CH:6][N:5]=[CH:4]1 |f:0.1|. Reported procedure: To a suspension of 9.74 g of 57% sodium hydride in 100 ml of dimethylformamide was added a solution of 15.0 g of imidazole in 500 ml of dimethylformamide at a temperature of 15°-25° C. The resulting mixture was heated to 60° C. for 1 hour, was cooled to room temperature and 62.8 g of benzyl 6-bromohexanoate was added. The mixture was heated to 60° C. for two hours, allowed to stand overnight at room temperature, and was evaporated. The residue was taken up in aqueous hydrochloric acid, washed wi... The yield is 69.9%. Reactants: COC=1C=C2C(=NC=NC2=CC1OC)OC1=CC(=C(N)C=C1C)C (4-[(6,7-Dimethoxy-4-quinazolinyl)oxy]-2,5-dimethylaniline), ClC(Cl)(OC(OC(Cl)(Cl)Cl)=O)Cl (triphosgene), C([O-])(O)=O.[Na+] (sodium bicarbonate), C1(CCCC1)O (1-cyclopentanol). The product is COC=1C=C2C(=NC=NC2=CC1OC)OC1=CC(=C(C=C1C)NC(OC1CCCC1)=O)C (Cyclopentyl N-{4-[(6,7-dimethoxy-4-quinazolinyl)oxy]-2,5-dimethylphenyl}carbamate). Procedure: 4-[(6,7-Dimethoxy-4-quinazolinyl)oxy]-2,5-dimethylaniline (50 mg) was added to toluene (5 ml), and triethylamine (0.5 ml), and the mixture was heated under reflux to prepare a solution. A solution of triphosgene (68 mg) in methylene chloride was then added thereto, and the mixture was heated under reflux for 10 min. Next, 1-cyclopentanol (20 mg) was added thereto, and the mixture was further stirred with heating under reflux for 3 hr. A saturated aqueous sodium bicarbonate solution was added to ... RXN SMILES: [CH3:1][O:2][C:3]1[CH:4]=[C:5]2[C:10](=[CH:11][C:12]=1[O:13][CH3:14])[N:9]=[CH:8][N:7]=[C:6]2[O:15][C:16]1[C:22]([CH3:23])=[CH:21][C:19]([NH2:20])=[C:18]([CH3:24])[CH:17]=1.Cl[C:26](Cl)([O:28][C:29](=[O:35])OC(Cl)(Cl)Cl)Cl.[CH:37]1(O)[CH2:41]C[CH2:39][CH2:38]1.C(=O)(O)[O-].[Na+]>C(Cl)Cl.C(N(CC)CC)C.C1(C)C=CC=CC=1>[CH3:1][O:2][C:3]1[CH:4]=[C:5]2[C:10](=[CH:11][C:12]=1[O:13][CH3:14])[N:9]=[CH:8][N:7]=[C:6]2[O:15][C:16]1[C:22]([CH3:23])=[CH:21][C:19]([NH:20][C:29](=[O:35])[O:28][CH:26]2[CH2:39][CH2:38][CH2:37][CH2:41]2)=[C:18]([CH3:24])[CH:17]=1 |f:3.4|. Solvent: C(C)N(CC)CC (triethylamine), C1(=CC=CC=C1)C (toluene), C(Cl)Cl (methylene chloride). Starting materials: ClC=1C=C(C=CC1Cl)NC(=O)C1CCN(CC1)C[C@H]1CN(CCC1)C(=O)OC(C)(C)C (tert-butyl (3S)-3-[(4-{[(3,4-dichlorophenyl)amino]carbonyl}piperidin-1-yl)methyl]piperidine-1-carboxylate), Cl (HCl). Run in CO (methanol), O1CCOCC1 (dioxane). Run at time 18 hour. Product: ClC=1C=C(C=CC1Cl)NC(=O)C1CCN(CC1)C[C@H]1CNCCC1 (N-(3,4-Dichlorophenyl)-1-[(3R)-piperidin-3-ylmethyl]piperidine-4-carboxamide). Isolated yield 82.8%. Reaction SMILES: [Cl:1][C:2]1[CH:3]=[C:4]([NH:9][C:10]([CH:12]2[CH2:17][CH2:16][N:15]([CH2:18][C@@H:19]3[CH2:24][CH2:23][CH2:22][N:21](C(OC(C)(C)C)=O)[CH2:20]3)[CH2:14][CH2:13]2)=[O:11])[CH:5]=[CH:6][C:7]=1[Cl:8].Cl>CO.O1CCOCC1>[Cl:1][C:2]1[CH:3]=[C:4]([NH:9][C:10]([CH:12]2[CH2:13][CH2:14][N:15]([CH2:18][C@@H:19]3[CH2:24][CH2:23][CH2:22][NH:21][CH2:20]3)[CH2:16][CH2:17]2)=[O:11])[CH:5]=[CH:6][C:7]=1[Cl:8]. Reported procedure: To a solution of tert-butyl (3S)-3-[(4-{[(3,4-dichlorophenyl)amino]carbonyl}piperidin-1-yl)methyl]piperidine-1-carboxylate (2.3 g) in methanol (50 mL) was added 4M HCl in dioxane (15 mL). The mixture was stirred at room temperature for 18 hours and then evaporated. The residue was then partitioned between dichloromethane and saturated aqueous sodium hydrogen carbonate. The layers were separated and the organic extract was evaporated. The residue was triturated with dichloromethane and filtered t...